Dataset: the Open Reaction Database (ORD), a public repository of structured organic reaction records. Task: describe an organic reaction: reactants, conditions, products, and yield Reactants: S(=O)(Cl)Cl (thionyl chloride), SC=1OC2=C(N1)C=C(C=C2)[N+](=O)[O-] (2-mercapto-5-nitrobenzoxazole), CN(C)C=O (DMF). Run at temperature 65 celsius. Yields the product compound 29, ClC=1OC2=C(N1)C=C(C=C2)[N+](=O)[O-] (2-chloro-5-nitrobenzoxazole). RXN SMILES: S[C:2]1[O:3][C:4]2[CH:10]=[CH:9][C:8]([N+:11]([O-:13])=[O:12])=[CH:7][C:5]=2[N:6]=1.CN(C=O)C.S(Cl)([Cl:21])=O>>[Cl:21][C:2]1[O:3][C:4]2[CH:10]=[CH:9][C:8]([N+:11]([O-:13])=[O:12])=[CH:7][C:5]=2[N:6]=1. Procedure: Subsequently, the crude 2-mercapto-5-nitrobenzoxazole (10 g, 51 mmol), previously prepared, was dissolved in thionyl chloride (100 mL). DMF (60 μL) was added and the reaction mixture was heated at 65° C. for 45 min. After cooling, the solvent was removed under reduced pressure and to the residue, toluene was added twice (2×20 mL) and each time subsequently evaporated in vacuo to remove volatiles via azeotrope. The resultant crude product was dissolved in ethyl acetate (400 mL), washed with brine... Starting materials: CC(C)(C)OC(=O)n1nnc2cc(CBr)ccc21, [H-], [Na+], CN(C)C=O, Nc1nc(-c2ccco2)c2[nH]nnc2n1. Yields the product CC(C)(C)OC(=O)n1nnc2cc(Cn3nnc4c(-c5ccco5)nc(N)nc43)ccc21. RXN SMILES: [Br:18][CH2:19][c:20]1[cH:21][c:22]2[c:23]([n:24]([C:27](=[O:28])[O:29][C:30]([CH3:31])([CH3:32])[CH3:33])[n:25][n:26]2)[cH:34][cH:35]1.[H-:17].[Na+:16].[O:36]=[CH:37][N:38]([CH3:39])[CH3:40].[o:1]1[c:2](-[c:6]2[c:7]3[c:8]([n:9][c:10]([NH2:12])[n:11]2)[n:13][n:14][nH:15]3)[cH:3][cH:4][cH:5]1>>[o:1]1[c:2](-[c:6]2[c:7]3[c:8]([n:9][c:10]([NH2:12])[n:11]2)[n:13]([CH2:19][c:20]2[cH:21][c:22]4[c:23]([n:24]([C:27](=[O:28])[O:29][C:30]([CH3:31])([CH3:32])[CH3:33])[n:25][n:26]4)[cH:34][cH:35]2)[n:14][n:15]3)[cH:3][cH:4][cH:5]1.